This data is from the Open Reaction Database (ORD), a public repository of structured organic reaction records. The task is: describe an organic reaction: reactants, conditions, products, and yield As a reaction SMILES: [Cl:1][c:2]1[n:3]([CH2:10][CH2:11][C:12](=[CH2:13])[CH3:14])[cH:4][c:5]([N+:7](=[O:8])[O-:9])[n:6]1.[OH:15][O:16][C:17]([c:18]1[cH:19][c:20]([Cl:21])[cH:22][cH:23][cH:24]1)=[O:25]>>[Cl:1][c:2]1[n:3]([CH2:10][CH2:11][C:12]2([CH3:14])[CH2:13][O:15]2)[cH:4][c:5]([N+:7](=[O:8])[O-:9])[n:6]1. Starting materials: C=C(C)CCn1cc([N+](=O)[O-])nc1Cl, O=C(OO)c1cccc(Cl)c1. The product is CC1(CCn2cc([N+](=O)[O-])nc2Cl)CO1. Starting materials: C(CCC)[Li] (n-butyl lithium), CCCCCC (hexane), C(C)OP(=O)(OCC)CC(=CC(=O)OCC)C (ethyl 4-(diethoxyphosphoryl)-3-methylbut-2-enoate), C(C)OC=1C(=CC=2C(CCC(C2C1)(C)C)(C)C)/C(=C(\C=O)/F)/CC ((E)-3-(3-ethoxy-5,5,8,8-tetramethyl-5,6,7,8-tetrahydronaphthalen-2-yl)-2-fluoropent-2-enal), C(C)OC=1C(=CC=2C(CCC(C2C1)(C)C)(C)C)/C(=C(\C=O)/F)/CC ((E)-3-(3-ethoxy-5,5,8,8-tetramethyl-5,6,7,8-tetrahydronaphthalen-2-yl)-2-fluoropent-2-enal). The solvent is C1CCOC1 (THF), CN1C(N(CCC1)C)=O (1,3-dimethyl-3,4,5,6-tetrahydro-2(1H)-pyrimidinone), C1CCOC1 (THF). Conditions: temperature 0 celsius, time 30 minute. Product: C(C)OC=1C(=CC=2C(CCC(C2C1)(C)C)(C)C)/C(=C(\C=C\C(=C\C(=O)OCC)\C)/F)/CC (Ethyl (2E,4E,6E)-7-(3-ethoxy-5,5,8,8-tetramethyl-5,6,7,8-tetrahydronaphthalen-2-yl)-6-fluoro-3-methylnona-2,4,6-trienoate). RXN SMILES: C([Li])CCC.CCCCCC.C(OP([CH2:20][C:21]([CH3:28])=[CH:22][C:23]([O:25][CH2:26][CH3:27])=[O:24])(OCC)=O)C.[CH2:29]([O:31][C:32]1[C:33](/[C:46](/[CH2:51][CH3:52])=[C:47](/[F:50])\[CH:48]=O)=[CH:34][C:35]2[C:36]([CH3:45])([CH3:44])[CH2:37][CH2:38][C:39]([CH3:43])([CH3:42])[C:40]=2[CH:41]=1)[CH3:30]>C1COCC1.CN1CCCN(C)C1=O>[CH2:29]([O:31][C:32]1[C:33](/[C:46](/[CH2:51][CH3:52])=[C:47](/[F:50])\[CH:48]=[CH:20]\[C:21](\[CH3:28])=[CH:22]\[C:23]([O:25][CH2:26][CH3:27])=[O:24])=[CH:34][C:35]2[C:36]([CH3:44])([CH3:45])[CH2:37][CH2:38][C:39]([CH3:43])([CH3:42])[C:40]=2[CH:41]=1)[CH3:30]. Reported procedure: A solution of n-butyl lithium and hexane (16.4 mL, 1.6 M, 26.2 mmol) was added over 20 minutes down the side of the flask into a stirring solution of ethyl 4-(diethoxyphosphoryl)-3-methylbut-2-enoate (6.92 g, 26.2 mmol referenced in text in THF (75 mL) and 1,3-dimethyl-3,4,5,6-tetrahydro-2(1H)-pyrimidinone (DMPU) (1.11 mL, available from Aldrich Chemical Co.) at −78° C. After 30 min, the mixture was treated with a solution of (E)-3-(3-ethoxy-5,5,8,8-tetramethyl-5,6,7,8-tetrahydronaphthalen-2-yl)... Reactants: OO (hydrogen peroxide), O (water), C(CCCCC)SC1=NN2C(=NC(=C(C2=O)[N+](=O)[O-])OC)S1 (2-hexylthio-7-methoxy-6-nitro-5H-1,3,4-thiadiazolo[3,2-a]pyrimidin-5-one), C(C)(=O)O (acetic acid). Reagents/catalysts: O.O.[O-][W](=O)(=O)[O-].[Na+].[Na+] (sodium tungstate dihydrate). Reaction conditions: temperature 50 celsius, time 1 hour. Yields the product C(CCCCC)S(=O)(=O)C1=NN2C(=NC(=C(C2=O)[N+](=O)[O-])OC)S1 (2-hexanesulfonyl-7-methoxy-6-nitro-5H-1,3,4-thiadiazolo[3,2-a]pyrimidin-5-one). The yield is 71.0%. As a reaction SMILES: [CH2:1]([S:7][C:8]1[S:22][C:11]2=[N:12][C:13]([O:20][CH3:21])=[C:14]([N+:17]([O-:19])=[O:18])[C:15](=[O:16])[N:10]2[N:9]=1)[CH2:2][CH2:3][CH2:4][CH2:5][CH3:6].OO.[OH2:25].C(O)(=[O:28])C>O.O.[O-][W]([O-])(=O)=O.[Na+].[Na+]>[CH2:1]([S:7]([C:8]1[S:22][C:11]2=[N:12][C:13]([O:20][CH3:21])=[C:14]([N+:17]([O-:19])=[O:18])[C:15](=[O:16])[N:10]2[N:9]=1)(=[O:28])=[O:25])[CH2:2][CH2:3][CH2:4][CH2:5][CH3:6] |f:4.5.6.7.8|. Reported procedure: In 50 ml of acetic acid, 1.9 g of 2-hexylthio-7-methoxy-6-nitro-5H-1,3,4-thiadiazolo[3,2-a]pyrimidin-5-one and 0.1 g of sodium tungstate dihydrate were dissolved. The solution was warmed to 50° C., and 3.1 g of a 30% hydrogen peroxide solution was added dropwise, and thereafter the solution was stirred at 52° C. for 1 hour. The reaction mixture was poured into 500 ml of water, and the formed precipitate was collected by filtration. The precipitate was washed with a sodium hydrogen sulfite aqueou... Starting materials: ClCC1CCN(Cc2ccccc2)C1, Cl, N#Cc1ccc(F)cc1F, [Mg], O. Yields the product O=C(CC1CCN(Cc2ccccc2)C1)c1ccc(F)cc1F. As a reaction SMILES: [CH2:1]([c:2]1[cH:3][cH:4][cH:5][cH:6][cH:7]1)[N:8]1[CH2:9][CH:10]([CH2:13][Cl:14])[CH2:11][CH2:12]1.[ClH:26].[F:16][c:17]1[c:18]([C:19]#[N:20])[cH:21][cH:22][c:23]([F:25])[cH:24]1.[Mg:15].[OH2:27]>>[CH2:1]([c:2]1[cH:3][cH:4][cH:5][cH:6][cH:7]1)[N:8]1[CH2:9][CH:10]([CH2:13][C:19]([c:18]2[c:17]([F:16])[cH:24][c:23]([F:25])[cH:22][cH:21]2)=[O:27])[CH2:11][CH2:12]1. Reactants: C1(CC1)CC=1C=C(C=CC1)CO ([3-(cyclopropylmethyl)phenyl]methanol), polystyrene, C(Cl)(Cl)(Cl)Cl (carbon tetrachloride), C1(=CC=CC=C1)P(C1=CC=CC=C1)C1=CC=CC=C1 (triphenyl phosphine). Run at temperature 100 celsius, time 8 hour. The product is ClCC1=CC(=CC=C1)CC1CC1 (1-(chloromethyl)-3-(cyclopropylmethyl)benzene). Reaction SMILES: [CH:1]1([CH2:4][C:5]2[CH:6]=[C:7]([CH2:11]O)[CH:8]=[CH:9][CH:10]=2)[CH2:3][CH2:2]1.C1(P(C2C=CC=CC=2)C2C=CC=CC=2)C=CC=CC=1.C(Cl)(Cl)(Cl)[Cl:33]>>[Cl:33][CH2:11][C:7]1[CH:8]=[CH:9][CH:10]=[C:5]([CH2:4][CH:1]2[CH2:3][CH2:2]2)[CH:6]=1. Procedure details: To a solution of [3-(cyclopropylmethyl)phenyl]methanol (1.67 g, 10.3 mmol) in carbon tetrachloride (100 mL) was added polystyrene bound triphenyl phosphine (2.15 mmol/g, 9.57 g, 20.6 mmol). After stirring at 100° C. overnight the resin was filtered of and the solvent was removed under vacuum to afford the desired product.